Dataset: the Open Reaction Database (ORD), a public repository of structured organic reaction records. Task: describe an organic reaction: reactants, conditions, products, and yield Yields the product Cc1nc(S(=O)CC(N)=O)ncc1C(=O)Nc1ccc(F)cc1. Reaction SMILES: [Cl:34][CH2:35][Cl:36].[F:1][c:2]1[cH:3][cH:4][c:5]([NH:8][C:9](=[O:10])[c:11]2[c:12]([CH3:22])[n:13][c:14]([S:17][CH2:18][C:19]([NH2:20])=[O:21])[n:15][cH:16]2)[cH:6][cH:7]1.[OH:23][O:24][C:25]([c:26]1[cH:27][c:28]([Cl:29])[cH:30][cH:31][cH:32]1)=[O:33]>>[F:1][c:2]1[cH:3][cH:4][c:5]([NH:8][C:9](=[O:10])[c:11]2[c:12]([CH3:22])[n:13][c:14]([S:17]([CH2:18][C:19]([NH2:20])=[O:21])=[O:23])[n:15][cH:16]2)[cH:6][cH:7]1. Reactants: ClCCl, Cc1nc(SCC(N)=O)ncc1C(=O)Nc1ccc(F)cc1, O=C(OO)c1cccc(Cl)c1. Starting materials: [Cu]I, Brc1cnc(c(c1)O[C@@H](c1c(ccc(c1)F)C(=O)N(Cc1cn(nn1)CC)C)C)N. Reagents/catalysts: c1ccc(cc1)-c2c3ccccc3cc4ccccc24 (9-Phenylanthracene), C(=O)([O-])[O-].[K+].[K+] (K2CO3), c1(n2c(P(C(C)(C)C)C(C)(C)C)ccn2)c(n(nc1c1ccccc1)c1ccccc1)c1ccccc1 (BiPyPhos), C(O[Pd]OC(C)=O)(C)=O (Pd(OAc)2). Run in CC(=O)N(C)C (DMAc). Conditions: temperature 100 celsius, time 18 hour. The product is CCn1nnc2CN(C)C(=O)c3ccc(F)cc3[C@@H](C)Oc4cc(cnc4N)c12. RXN SMILES: [CH3:1][CH2:2][n:3]1[n:29][n:28][c:5]([CH2:6][N:7]([C:9]([c:11]2[c:17]([C@H:18]([O:20][c:21]3[c:26]([NH2:27])[n:25][cH:24][c:23](Br)[cH:22]3)[CH3:19])[cH:16][c:14]([F:15])[cH:13][cH:12]2)=[O:10])[CH3:8])[cH:4]1.I[Cu]>>[CH3:1][CH2:2][n:3]1[c:4]([c:5]2[n:28][n:29]1)[c:23]3[cH:22][c:21]([c:26]([NH2:27])[n:25][cH:24]3)[O:20][C@H:18]([CH3:19])[c:17]([c:11]4[C:9](=[O:10])[N:7]([CH3:8])[CH2:6]2)[cH:16][c:14]([F:15])[cH:13][cH:12]4.